From a dataset of the Open Reaction Database (ORD), a public repository of structured organic reaction records. describe an organic reaction: reactants, conditions, products, and yield Starting materials: C1=CC(=CC=C1O)Br (p-bromophenol), C(C=CC1=CC=CC=C1)(=O)O (cinnamic acid), S(O)(O)(=O)=O (sulfuric acid). The solvent is C(C)(=O)O (acetic acid). Run at time 1 hour. The product is BrC=1C=C2C(CC(OC2=CC1)=O)C1=CC=CC=C1 (6-Bromo-4-phenyl-3,4-dihydro-coumarine). Yield: 55.7%. As a reaction SMILES: [CH:1]1[C:6]([OH:7])=[CH:5][CH:4]=[C:3]([Br:8])[CH:2]=1.[C:9](O)(=[O:18])[CH:10]=[CH:11][C:12]1[CH:17]=[CH:16][CH:15]=[CH:14][CH:13]=1.S(=O)(=O)(O)O>C(O)(=O)C>[Br:8][C:3]1[CH:4]=[C:5]2[C:6](=[CH:1][CH:2]=1)[O:7][C:9](=[O:18])[CH2:10][CH:11]2[C:12]1[CH:17]=[CH:16][CH:15]=[CH:14][CH:13]=1. Reported procedure: A solution of p-bromophenol (138 g, 0.8 mole), cinnamic acid (148 g, 1.0 mole), acetic acid (200 g) and conc. sulfuric acid was refluxed for 2 h. Volatile material was distilled at reduced pressure. The residual syrup was cooled and triturated with cold water, giving a semi-crystalline mass. This was washed extensively with water, saturated sodium carbonate and finally with water again. The material was filtered through a sintered glass funnel, and then mixed with an equal weight of ethanol. The... The reactants are N1=CC(=CC=C1)CCl (3-picolyl chloride), [N+](=O)([O-])C=C1SCCN1 (2-Nitromethylenethiazolidine), [H-].[Na+] (sodium hydride), [H][H] (hydrogen). The solvent is C(C)#N (acetonitrile), C(C)#N (acetonitrile). Reaction conditions: time 3 hour. The product is N1=CC(=CC=C1)CN1C(SCC1)=C[N+](=O)[O-] (3-(3-pyridylmethyl)2-nitromethylenethiazolidine). The yield is 10.6%. As a reaction SMILES: [N+:1]([CH:4]=[C:5]1[NH:9][CH2:8][CH2:7][S:6]1)([O-:3])=[O:2].[H-].[Na+].[H][H].[N:14]1[CH:19]=[CH:18][CH:17]=[C:16]([CH2:20]Cl)[CH:15]=1>C(#N)C>[N:14]1[CH:19]=[CH:18][CH:17]=[C:16]([CH2:20][N:9]2[CH2:8][CH2:7][S:6][C:5]2=[CH:4][N+:1]([O-:3])=[O:2])[CH:15]=1 |f:1.2|. Procedure details: 2-Nitromethylenethiazolidine (2.9 g) was suspended in dry acetonitrile (30 ml), and 60% sodium hydride (0.9 g) was added under a nitrogen stream. Then, the mixture was stirred at room temperature until the generation of hydrogen ceased. A solution of 3-picolyl chloride (3.2 g) in dry acetonitrile (5 ml) was added, and the mixture was stirred at room temperature for 3 hours. Acetonitrile was distilled off under reduced pressure. Dichloromethane was added to the residue, and the mixture was washed...